Task: describe an organic reaction: reactants, conditions, products, and yield. Dataset: the Open Reaction Database (ORD), a public repository of structured organic reaction records The reactants are C1CO1, C1CCOC1, CCc1ccco1, [Li]CCCC, [Cl-], [NH4+]. Yields the product CCc1ccc(CCO)o1. As a reaction SMILES: [CH2:13]1[CH2:14][O:15]1.[CH2:18]1[O:19][CH2:20][CH2:21][CH2:22]1.[CH2:6]([CH3:7])[c:8]1[o:9][cH:10][cH:11][cH:12]1.[CH3:1][CH2:2][CH2:3][CH2:4][Li:5].[Cl-:16].[NH4+:17]>>[CH2:6]([CH3:7])[c:8]1[o:9][c:10]([CH2:13][CH2:14][OH:15])[cH:11][cH:12]1. The reactants are [Cl-].[NH4+] (ammonium chloride), O (water), [N+](=O)([O-])C1=C(C=CC=C1OC1=C(C=CC=C1)F)CC(=O)N1CCC(CC1)O (1-[2-{2-nitro-3-(2-fluorophenoxy)phenyl}acetyl]-4-hydroxypiperidine). The reagents and catalysts are [Fe] (iron). The solvent is C(C)O (ethanol), C(C)O (ethanol). The product is NC1=C(C=CC=C1OC1=C(C=CC=C1)F)CC(=O)N1CCC(CC1)O (1-[2-{2-amino-3-(2-fluorophenoxy)phenyl}acetyl]-4-hydroxypiperidine). The yield is 100.7%. Reaction SMILES: [Cl-].[NH4+].O.[N+:4]([C:7]1[C:12]([O:13][C:14]2[CH:19]=[CH:18][CH:17]=[CH:16][C:15]=2[F:20])=[CH:11][CH:10]=[CH:9][C:8]=1[CH2:21][C:22]([N:24]1[CH2:29][CH2:28][CH:27]([OH:30])[CH2:26][CH2:25]1)=[O:23])([O-])=O>C(O)C.[Fe]>[NH2:4][C:7]1[C:12]([O:13][C:14]2[CH:19]=[CH:18][CH:17]=[CH:16][C:15]=2[F:20])=[CH:11][CH:10]=[CH:9][C:8]=1[CH2:21][C:22]([N:24]1[CH2:25][CH2:26][CH:27]([OH:30])[CH2:28][CH2:29]1)=[O:23] |f:0.1|. Reported procedure: A mixture of iron powder (2.7 g.), ammonium chloride (0.3 g.), ethanol (20 ml.) and water (10 ml.) and a solution of 1-[2-{2-nitro-3-(2-fluorophenoxy)phenyl}acetyl]-4-hydroxypiperidine (2.7 g.) in ethanol (5 ml.) were treated in a similar manner to that of Example 1-(1) to give oily 1-[2-{2-amino-3-(2-fluorophenoxy)phenyl}acetyl]-4-hydroxypiperidine (2.5 g.). Thus obtained compound was dissolved in ethanol containing hydrochloric acid and evaporated under reduced pressure. The residue was crysta... The reactants are BrBr (bromine), COC1=CC=C(C=C1)C(CC=1C=NC=CC1)=O (1-(4-Methoxyphenyl)-2-(3-pyridyl)ethanone), O (water). The solvent is C(C)(=O)O (acetic acid). Conditions: temperature 80 celsius, time 3 hour. Product: Br.BrC(C(=O)C1=CC=C(C=C1)OC)C=1C=NC=CC1 (2-bromo-l-(4-methoxyphenyl)-2-(3-pyridyl)ethanone hydrobromide). Yield: 89.0%. Reaction SMILES: [CH3:1][O:2][C:3]1[CH:8]=[CH:7][C:6]([C:9](=[O:17])[CH2:10][C:11]2[CH:12]=[N:13][CH:14]=[CH:15][CH:16]=2)=[CH:5][CH:4]=1.[Br:18]Br.O>C(O)(=O)C>[BrH:18].[Br:18][CH:10]([C:11]1[CH:12]=[N:13][CH:14]=[CH:15][CH:16]=1)[C:9]([C:6]1[CH:5]=[CH:4][C:3]([O:2][CH3:1])=[CH:8][CH:7]=1)=[O:17] |f:4.5|. Procedure: 1-(4-Methoxyphenyl)-2-(3-pyridyl)ethanone (6.9 g) was dissolved in acetic acid (36 mL), bromine (1.7 mL) was added, and the mixture was stirred at 80° C. for 3 h. The reaction mixture was cooled with iced water and the precipitated crude crystals were collected by filtration. The crude crystals were recrystallized from ethanol-ethyl ether to give the title compound (10 g, yield 89%). Reactants: C(C)OC(=O)C1(CC2=CC=C(C=C2C1)F)NC(C1=C(C(=CC=C1)C)\C=C\C)=O (5-Fluoro-2-[3-methyl-2-((E)-propenyl)-benzoylamino]-indan-2-carboxylic acid ethyl ester), [OH-].[K+] (KOH), O (water). Isolated yield 111.1%. Conditions: time 2.5 hour. Reaction SMILES: C([O:3][C:4]([C:6]1([NH:16][C:17](=[O:28])[C:18]2[CH:23]=[CH:22][CH:21]=[C:20]([CH3:24])[C:19]=2/[CH:25]=[CH:26]/[CH3:27])[CH2:14][C:13]2[C:8](=[CH:9][CH:10]=[C:11]([F:15])[CH:12]=2)[CH2:7]1)=[O:5])C.[OH-].[K+].O>CCO>[F:15][C:11]1[CH:12]=[C:13]2[C:8](=[CH:9][CH:10]=1)[CH2:7][C:6]([NH:16][C:17](=[O:28])[C:18]1[CH:23]=[CH:22][CH:21]=[C:20]([CH3:24])[C:19]=1/[CH:25]=[CH:26]/[CH3:27])([C:4]([OH:5])=[O:3])[CH2:14]2 |f:1.2|. The solvent is CCO (EtOH). Product: FC=1C=C2CC(CC2=CC1)(C(=O)O)NC(C1=C(C(=CC=C1)C)\C=C\C)=O (5-Fluoro-2-[3-methyl-2-((E)-propenyl)-benzoylamino]-indan-2-carboxylic acid). Procedure details: The mixture 5-fluoro-2-[3-methyl-2-((E)-propenyl)-benzoylamino]-indan-2-carboxylic acid ethyl ester (153) (260 mg, 0.68 mmol) and KOH (600 mg, 10.7 mmol) is dissolved in EtOH (8 mL) and water (0.2 mL) under a water bath. The water bath is removed when KOH is completely dissolved and the resulting reaction solution is stirred at RT for 2.5 h. After concentration in vacuo, the residue is dissolved in water (30 mL) and acidified with conc. HCl until no more precipitate came out of the water. The fi... Starting materials: 2a, OC[C@H](N)[C@H](O)\C=C\CCCCCCCCCCCCC (sphingosine), Ceramide, C24:1, ( 2a ). Solvent: ClCCl (dichloromethane), ClCCl (dichloromethane). Conditions: time 15 minute. Product: CCCCCCCCCCCCC/C=C/[C@H]([C@H](CO)NC(=O)CCCCC)O (C6-Ceramide), 2d. As a reaction SMILES: [OH:1][CH2:2][C@@H:3]([C@@H:5](/[CH:7]=[CH:8]/[CH2:9][CH2:10][CH2:11][CH2:12][CH2:13][CH2:14][CH2:15][CH2:16][CH2:17][CH2:18][CH2:19][CH2:20][CH3:21])[OH:6])[NH2:4]>ClCCl>[CH3:21][CH2:20][CH2:19][CH2:18][CH2:17][CH2:16][CH2:15][CH2:14][CH2:13][CH2:12][CH2:11][CH2:10][CH2:9]/[CH:8]=[CH:7]/[C@@H:5]([OH:6])[C@@H:3]([NH:4][C:2]([CH2:3][CH2:5][CH2:7][CH2:8][CH3:9])=[O:1])[CH2:2][OH:1]. Procedure: 2a (0.1 g(acid)) was dissolved in dichloromethane (3 mL) at room temperature under an atmosphere of nitrogen. A model compound from sphingosine derivatives (Ceramide (C2:0), (C4:0), (C6:0), (C8:0), (C10:0), (C12:0), (C14:0), (C16:0), (C17:0), (C18:0), (C18:1), (C20:0), (C24:0), (C24:1)) (0.1 g) was dissolved in dichloromethane (3 mL). When completely in solution this mixture was added drop-wise, over 15 minutes, to the oligofluoro (2a) in solution. The reaction mixture was sealed and left under ... Reactants: CCOC(=O)c1cn(Cc2ccccc2)nc1OCc1ccc(OCc2nc(-c3ccco3)oc2C)c(Br)c1, CC[Sn](CC)(CC)CC, Cc1ccccc1, c1ccc(P(c2ccccc2)(c2ccccc2)[Pd](P(c2ccccc2)(c2ccccc2)c2ccccc2)(P(c2ccccc2)(c2ccccc2)c2ccccc2)P(c2ccccc2)(c2ccccc2)c2ccccc2)cc1. The product is CCOC(=O)c1cn(Cc2ccccc2)nc1OCc1ccc(OCc2nc(-c3ccco3)oc2C)c(CC)c1. RXN SMILES: [CH2:1]([c:2]1[cH:3][cH:4][cH:5][cH:6][cH:7]1)[n:8]1[n:9][c:10]([O:18][CH2:19][c:20]2[cH:21][c:22]([Br:39])[c:23]([O:26][CH2:27][c:28]3[n:29][c:30](-[c:34]4[o:35][cH:36][cH:37][cH:38]4)[o:31][c:32]3[CH3:33])[cH:24][cH:25]2)[c:11]([C:13](=[O:14])[O:15][CH2:16][CH3:17])[cH:12]1.[CH2:40]([CH3:41])[Sn:42]([CH2:43][CH3:44])([CH2:45][CH3:46])[CH2:47][CH3:48].[CH3:126][c:127]1[cH:128][cH:129][cH:130][cH:131][cH:132]1.[cH:49]1[cH:50][cH:51][c:52]([P:53]([Pd:54]([P:55]([c:56]2[cH:57][cH:58][cH:59][cH:60][cH:61]2)([c:62]2[cH:63][cH:64][cH:65][cH:66][cH:67]2)[c:68]2[cH:69][cH:70][cH:71][cH:72][cH:73]2)([P:74]([c:75]2[cH:76][cH:77][cH:78][cH:79][cH:80]2)([c:81]2[cH:82][cH:83][cH:84][cH:85][cH:86]2)[c:87]2[cH:88][cH:89][cH:90][cH:91][cH:92]2)[P:93]([c:94]2[cH:95][cH:96][cH:97][cH:98][cH:99]2)([c:100]2[cH:101][cH:102][cH:103][cH:104][cH:105]2)[c:106]2[cH:107][cH:108][cH:109][cH:110][cH:111]2)([c:112]2[cH:113][cH:114][cH:115][cH:116][cH:117]2)[c:118]2[cH:119][cH:120][cH:121][cH:122][cH:123]2)[cH:124][cH:125]1>>[CH2:1]([c:2]1[cH:3][cH:4][cH:5][cH:6][cH:7]1)[n:8]1[n:9][c:10]([O:18][CH2:19][c:20]2[cH:21][c:22]([CH2:40][CH3:41])[c:23]([O:26][CH2:27][c:28]3[n:29][c:30](-[c:34]4[o:35][cH:36][cH:37][cH:38]4)[o:31][c:32]3[CH3:33])[cH:24][cH:25]2)[c:11]([C:13](=[O:14])[O:15][CH2:16][CH3:17])[cH:12]1. The reactants are COC=1C=C(C=CC1OC)C1(S(CCCS1(=O)=O)(=O)=O)CC1CO1 (2-(3,4-dimethoxyphenyl)-2-(2,3-epoxypropyl)-m-dithiane-1,1,3,3-tetraoxide), C(C(=O)O)(=O)O (oxalic acid), C(C)O (ethanol), C(Cl)(Cl)Cl (chloroform). Solvent: CC(=O)C (acetone). Yields the product C(C(=O)O)(=O)O.CC1S(C(S(CC1)(=O)=O)(CCO)C1=CC(=C(C=C1)OC)OC)(=O)=O (methyl-2-(3,4-dimethoxyphenyl)-m-dithiane-2-ethanol-1,1,3,3-tetraoxide oxalate). RXN SMILES: [CH3:1][O:2][C:3]1[CH:4]=[C:5]([C:11]2([CH2:21][CH:22]3[O:24]C3)[S:16](=[O:18])(=[O:17])[CH2:15][CH2:14][CH2:13][S:12]2(=[O:20])=[O:19])[CH:6]=[CH:7][C:8]=1[O:9][CH3:10].[CH2:25](O)C.C(Cl)(Cl)Cl.[C:32]([OH:37])(=[O:36])[C:33]([OH:35])=[O:34]>CC(C)=O>[C:32]([OH:37])(=[O:36])[C:33]([OH:35])=[O:34].[CH3:25][CH:15]1[CH2:14][CH2:13][S:12](=[O:19])(=[O:20])[C:11]([C:5]2[CH:6]=[CH:7][C:8]([O:9][CH3:10])=[C:3]([O:2][CH3:1])[CH:4]=2)([CH2:21][CH2:22][OH:24])[S:16]1(=[O:17])=[O:18] |f:5.6|. Procedure: 3.76 g of 2-(3,4-dimethoxyphenyl)-2-(2,3-epoxypropyl)-m-dithiane-1,1,3,3-tetraoxide are heated at reflux for 18 hours under argon with 50 ml of ethanol, 30 ml of chloroform and 1.95 g of N-methyl-homovetratrylamine. After evaporation of the solvent, the residue is chromatographed on silica gel with chloroform/ethanol (98:2). The oil obtained is dissolved in acetone and treated with an equivalent amount of anhydrous oxalic acid. The precipitate is filtered off and recrystallized from methanol/ace... Yields the product ClCS(=O)(=O)C=1COCC1 (3-chloromethylsulfonyl-2,5-dihydrofuran). Solvent: C(Cl)(Cl)Cl (chloroform), C(C)N(CC)CC (triethylamine), C(Cl)(Cl)Cl (chloroform). RXN SMILES: ClCS(Br)(=O)=O.O1CC=CC1.C(OO)(C)(C)C.[Cl:18][CH2:19][S:20]([CH:23]1[CH:27](Br)[CH2:26][O:25][CH2:24]1)(=[O:22])=[O:21]>C(Cl)(Cl)Cl.C(N(CC)CC)C>[Cl:18][CH2:19][S:20]([C:23]1[CH2:24][O:25][CH2:26][CH:27]=1)(=[O:22])=[O:21]. Conditions: temperature 20 celsius, time 15 minute. Procedure details: 19.3 g (0.1 mole) of chloromethanesulfonic acid bromide are added in the course of 10 minutes to a solution of 14 g (0.2 mole) of 2,5-dihydrofuran and 0.5 ml of tert.-butyl hydroperoxide in 30 ml of chloroform at -40° C. After 15 minutes, 16.5 ml of triethylamine, dissolved in 20 ml of chloroform, are added dropwise at the same temperature, so as to dehydrobrominate the 3-chloromethylsulfonyl-4-bromotetrahydrofuran which has been formed. The mixture is stirred for half an hour at 20° C., washed ... The reactants are ClCS(=O)(=O)C1COCC1Br (3-chloromethylsulfonyl-4-bromotetrahydrofuran), ClCS(=O)(=O)Br (chloromethanesulfonic acid bromide), O1CC=CC1 (2,5-dihydrofuran), C(C)(C)(C)OO (tert.-butyl hydroperoxide). Reactants: CCOC(C)=O, CCO, CC(C)OC(C)C, CCOC(=O)C=CC1=C(C#N)C(c2ccccc2Cl)c2c[nH]nc2N1. The product is CCOC(=O)CCC1=C(C#N)C(c2ccccc2Cl)c2c[nH]nc2N1. Reaction SMILES: [C:33]([O:34][CH2:35][CH3:36])(=[O:37])[CH3:38].[CH3:39][CH2:40][OH:41].[CH:26]([O:27][CH:28]([CH3:29])[CH3:30])([CH3:31])[CH3:32].[Cl:1][c:2]1[c:3]([CH:8]2[c:9]3[c:10]([n:23][nH:24][cH:25]3)[NH:11][C:12]([CH:16]=[CH:17][C:18](=[O:19])[O:20][CH2:21][CH3:22])=[C:13]2[C:14]#[N:15])[cH:4][cH:5][cH:6][cH:7]1>>[Cl:1][c:2]1[c:3]([CH:8]2[c:9]3[c:10]([n:23][nH:24][cH:25]3)[NH:11][C:12]([CH2:16][CH2:17][C:18](=[O:19])[O:20][CH2:21][CH3:22])=[C:13]2[C:14]#[N:15])[cH:4][cH:5][cH:6][cH:7]1.